From a dataset of the Open Reaction Database (ORD), a public repository of structured organic reaction records. describe an organic reaction: reactants, conditions, products, and yield Starting materials: O=C([O-])O, Nc1nc(CCl)cs1, COCCOc1ccc(-c2c(C#N)c(N)nc(S)c2C#N)cc1, [Na+], CN(C)C=O, O. Yields the product COCCOc1ccc(-c2c(C#N)c(N)nc(SCc3csc(N)n3)c2C#N)cc1. Reaction SMILES: [C:24](=[O:25])([OH:26])[O-:27].[Cl:29][CH2:30][c:31]1[n:32][c:33]([NH2:36])[s:34][cH:35]1.[NH2:1][c:2]1[n:3][c:4]([SH:23])[c:5]([C:21]#[N:22])[c:6](-[c:10]2[cH:11][cH:12][c:13]([O:16][CH2:17][CH2:18][O:19][CH3:20])[cH:14][cH:15]2)[c:7]1[C:8]#[N:9].[Na+:28].[O:38]=[CH:39][N:40]([CH3:41])[CH3:42].[OH2:37]>>[NH2:1][c:2]1[n:3][c:4]([S:23][CH2:30][c:31]2[n:32][c:33]([NH2:36])[s:34][cH:35]2)[c:5]([C:21]#[N:22])[c:6](-[c:10]2[cH:11][cH:12][c:13]([O:16][CH2:17][CH2:18][O:19][CH3:20])[cH:14][cH:15]2)[c:7]1[C:8]#[N:9]. Reactants: OC=1C=C(C=CC1)N1C(C(C2=CC=CC=C12)=CN(C)C)=O (1-(3-Hydroxyphenyl)-3-(dimethylaminomethylene)-2(1H,3H)-indolone), C(=O)([O-])[O-].[Na+].[Na+] (Na2CO3), C(C)I (Ethyl iodide), C(=O)([O-])[O-].[Na+].[Na+] (Na2CO3). The solvent is CC(=O)C (acetone). The product is C(C)OC=1C=C(C=CC1)N1C(C(C2=CC=CC=C12)=CN(C)C)=O (1-(3-Ethoxyphenyl)-3-(dimethylaminomethylene)-2(1H,3H)-indolone). As a reaction SMILES: [OH:1][C:2]1[CH:3]=[C:4]([N:8]2[C:16]3[C:11](=[CH:12][CH:13]=[CH:14][CH:15]=3)[C:10](=[CH:17][N:18]([CH3:20])[CH3:19])[C:9]2=[O:21])[CH:5]=[CH:6][CH:7]=1.C([O-])([O-])=O.[Na+].[Na+].[CH2:28](I)[CH3:29]>CC(C)=O>[CH2:28]([O:1][C:2]1[CH:3]=[C:4]([N:8]2[C:16]3[C:11](=[CH:12][CH:13]=[CH:14][CH:15]=3)[C:10](=[CH:17][N:18]([CH3:19])[CH3:20])[C:9]2=[O:21])[CH:5]=[CH:6][CH:7]=1)[CH3:29] |f:1.2.3|. Procedure details: Title product of Example D1 (0.28 g, 1.0 mmole) in 2 ml of acetone was stirred under N2 with Na2CO3 (0.21 g, 2 mmoles) for 1 hour. Ethyl iodide (2.28 ml) and 0.5 g Na2CO3 were then added. The mixture was refluxed for 11 hours, cooled, salts removed by filtration and the filtrate stripped of solvent in vacuo. The residue was chromatographed on silica gel (15 cm×3.5 cm), eluting with 1:1 ethyl acetate:hexane. The resulting oil was crystallized from toluene/pentane to yield purified title product; ...